From a dataset of the Open Reaction Database (ORD), a public repository of structured organic reaction records. describe an organic reaction: reactants, conditions, products, and yield Reactants: COC1=C(C=CC(=C1C)C(F)(F)F)C=1OCC(N1)(C)C (2-(2-methoxy-3-methyl-4-trifluoromethyl-phenyl)-4,4-dimethyl-4,5-dihydro-oxazole), 2-Methylmagnesium chloride, C1CCOC1 (THF), C1CCOC1 (THF). Run at time 1 hour. Yields the product C(C)C1=C(C=CC(=C1C)C(F)(F)F)C=1OCC(N1)(C)C (2-(2-Ethyl-3-methyl-4-trifluoromethyl-phenyl)-4,4-dimethyl-4,5-dihydro-oxazole). As a reaction SMILES: CO[C:3]1[C:8]([CH3:9])=[C:7]([C:10]([F:13])([F:12])[F:11])[CH:6]=[CH:5][C:4]=1[C:14]1[O:15][CH2:16][C:17]([CH3:20])([CH3:19])[N:18]=1.[CH2:21]1COC[CH2:22]1>>[CH2:21]([C:3]1[C:8]([CH3:9])=[C:7]([C:10]([F:13])([F:12])[F:11])[CH:6]=[CH:5][C:4]=1[C:14]1[O:15][CH2:16][C:17]([CH3:20])([CH3:19])[N:18]=1)[CH3:22]. Procedure: To a cooled solution of 355 mg (1.17 mmol) 2-(2-methoxy-3-methyl-4-trifluoromethyl-phenyl)-4,4-dimethyl-4,5-dihydro-oxazole in 4 ml THF were added at <10° C. drop-wise over 20 min 2.35 ml (4.7 mmol) 2-Methylmagnesium chloride solution in THF. The resulting brown solution was stirred at ambient temperature for 1 h, then quenched with saturated aqueous NH4Cl solution (cooling with ice bath) and extracted three times with tert-butyl methyl ether. The combined organic phases were washed three times ... Yields the product CCN1CCN(c2ccc(Nc3cc(N(C)C(=O)Nc4cc(OC)cc(C(F)(F)F)c4)ncn3)cc2)CC1. Reaction SMILES: [CH2:33]([CH3:34])[N:35]1[CH2:36][CH2:37][N:38]([c:41]2[cH:42][cH:43][c:44]([NH:47][c:48]3[n:49][cH:50][n:51][c:52]([NH:54][CH3:55])[cH:53]3)[cH:45][cH:46]2)[CH2:39][CH2:40]1.[CH3:18][O:19][c:20]1[cH:21][c:22]([C:29]([F:30])([F:31])[F:32])[cH:23][c:24]([N:26]=[C:27]=[O:28])[cH:25]1.[CH3:5][O:6][c:7]1[cH:8][c:9]([C:10]([F:11])([F:12])[F:13])[cH:14][c:15]([NH2:17])[cH:16]1.[CH3:67][c:68]1[cH:69][cH:70][cH:71][cH:72][cH:73]1.[Cl:1][C:2](=[O:3])[Cl:4].[Cl:74][CH2:75][Cl:76].[Na+:60].[O-:56][C:57]([OH:58])=[O:59].[O:61]1[CH2:62][CH2:63][O:64][CH2:65][CH2:66]1>>[CH3:18][O:19][c:20]1[cH:21][c:22]([C:29]([F:30])([F:31])[F:32])[cH:23][c:24]([NH:26][C:27](=[O:28])[N:54]([c:52]2[n:51][cH:50][n:49][c:48]([NH:47][c:44]3[cH:43][cH:42][c:41]([N:38]4[CH2:37][CH2:36][N:35]([CH2:33][CH3:34])[CH2:40][CH2:39]4)[cH:46][cH:45]3)[cH:53]2)[CH3:55])[cH:25]1. Starting materials: CCN1CCN(c2ccc(Nc3cc(NC)ncn3)cc2)CC1, COc1cc(N=C=O)cc(C(F)(F)F)c1, COc1cc(N)cc(C(F)(F)F)c1, Cc1ccccc1, O=C(Cl)Cl, ClCCl, [Na+], O=C([O-])O, C1COCCO1. Reaction conditions: time 1.5 hour. RXN SMILES: [CH2:1]([O:8][C:9](=[O:33])[C@@H:10]1[CH2:14][CH2:13][CH2:12][N:11]1[C:15](=[O:32])[C@H:16]([CH2:25][C:26]1[CH:31]=[CH:30][CH:29]=[CH:28][CH:27]=1)[NH:17]C(OC(C)(C)C)=O)[C:2]1[CH:7]=[CH:6][CH:5]=[CH:4][CH:3]=1.[ClH:34]>O1CCOCC1.O>[ClH:34].[CH2:1]([O:8][C:9](=[O:33])[C@@H:10]1[CH2:14][CH2:13][CH2:12][N:11]1[C:15](=[O:32])[C@H:16]([CH2:25][C:26]1[CH:31]=[CH:30][CH:29]=[CH:28][CH:27]=1)[NH2:17])[C:2]1[CH:3]=[CH:4][CH:5]=[CH:6][CH:7]=1 |f:4.5|. Procedure details: N-t-butyloxycarbonyl-L-phenylalanyl-L-proline benzylester (29.87 g, 66 mmole) was dissolved in 4.5N hydrochloric acid in dioxane solution (220 ml), and stirred for 1.5 hours at room temperature. The solvent was distilled off under reduced pressure, and gelatinous solid material thus obtained was dissolved in water (250 ml). The solution was washed with diethyl ether and the water layer was freeze-dried to obtain L-phenylalanyl-L-proline benzylester hydrochloride(yield: 26.53 g, 100%). The product is Cl.C(C1=CC=CC=C1)OC([C@H]1N(CCC1)C([C@@H](N)CC1=CC=CC=C1)=O)=O (L-phenylalanyl-L-proline benzylester hydrochloride). Yield: 100.0%. Starting materials: C(C1=CC=CC=C1)OC([C@H]1N(CCC1)C([C@@H](NC(=O)OC(C)(C)C)CC1=CC=CC=C1)=O)=O (N-t-butyloxycarbonyl-L-phenylalanyl-L-proline benzylester), Cl (hydrochloric acid). Run in O1CCOCC1 (dioxane), O (water). The product is CC(C)Cc1ncccc1CO. The reactants are [Br-], OCc1cccnc1Br, CC(C)C[Mg+], [Cl-], [NH4+], C1CCOC1. Reaction SMILES: [Br-:10].[Br:1][c:2]1[n:3][cH:4][cH:5][cH:6][c:7]1[CH2:8][OH:9].[CH2:11]([CH:12]([CH3:13])[CH3:14])[Mg+:15].[Cl-:16].[NH4+:17].[O:18]1[CH2:19][CH2:20][CH2:21][CH2:22]1>>[c:2]1([CH2:11][CH:12]([CH3:13])[CH3:14])[n:3][cH:4][cH:5][cH:6][c:7]1[CH2:8][OH:9]. The reactants are CCBr, CC(C)(C)Cn1c(CN2C(=O)OC3(CCNCC3)C2=O)cc2cnc(C#N)nc21, [I-], [K+], [K+], [Na+], O=C([O-])[O-], CN(C)C=O, O. Yields the product CCN1CCC2(CC1)OC(=O)N(Cc1cc3cnc(C#N)nc3n1CC(C)(C)C)C2=O. As a reaction SMILES: [CH2:30]([CH3:31])[Br:32].[CH3:1][C:2]([CH2:3][n:4]1[c:5]([CH2:15][N:16]2[C:17](=[O:27])[O:18][C:19]3([C:20]2=[O:21])[CH2:22][CH2:23][NH:24][CH2:25][CH2:26]3)[cH:6][c:7]2[c:8]1[n:9][c:10]([C:13]#[N:14])[n:11][cH:12]2)([CH3:28])[CH3:29].[I-:39].[K+:33].[K+:34].[Na+:40].[O-:35][C:36]([O-:37])=[O:38].[O:41]=[CH:42][N:43]([CH3:44])[CH3:45].[OH2:46]>>[CH3:1][C:2]([CH2:3][n:4]1[c:5]([CH2:15][N:16]2[C:17](=[O:27])[O:18][C:19]3([C:20]2=[O:21])[CH2:22][CH2:23][N:24]([CH2:30][CH3:31])[CH2:25][CH2:26]3)[cH:6][c:7]2[c:8]1[n:9][c:10]([C:13]#[N:14])[n:11][cH:12]2)([CH3:28])[CH3:29].